This data is from the Open Reaction Database (ORD), a public repository of structured organic reaction records. The task is: describe an organic reaction: reactants, conditions, products, and yield Reactants: COc1ccc2cc(Nc3cc(C)[nH]n3)nc(Cl)c2c1, OB(O)c1ccccc1. Reaction SMILES: [Cl:1][c:2]1[n:3][c:4]([NH:14][c:15]2[n:16][nH:17][c:18]([CH3:20])[cH:19]2)[cH:5][c:6]2[cH:7][cH:8][c:9]([O:12][CH3:13])[cH:10][c:11]12.[OH:21][B:22]([OH:23])[c:24]1[cH:25][cH:26][cH:27][cH:28][cH:29]1>>[c:2]1(-[c:24]2[cH:25][cH:26][cH:27][cH:28][cH:29]2)[n:3][c:4]([NH:14][c:15]2[n:16][nH:17][c:18]([CH3:20])[cH:19]2)[cH:5][c:6]2[cH:7][cH:8][c:9]([O:12][CH3:13])[cH:10][c:11]12. The product is COc1ccc2cc(Nc3cc(C)[nH]n3)nc(-c3ccccc3)c2c1. Starting materials: BrC(Br)(Br)Br, ClCCl, CCCN(c1cc(CO)cc(C(=O)OC)c1)S(C)(=O)=O, c1ccc(P(c2ccccc2)c2ccccc2)cc1. Product: CCCN(c1cc(CBr)cc(C(=O)OC)c1)S(C)(=O)=O. RXN SMILES: [C:21]([Br:22])([Br:23])([Br:24])[Br:25].[Cl:45][CH2:46][Cl:47].[OH:1][CH2:2][c:3]1[cH:4][c:5]([C:6](=[O:7])[O:8][CH3:9])[cH:10][c:11]([N:13]([CH2:14][CH2:15][CH3:16])[S:17](=[O:18])(=[O:19])[CH3:20])[cH:12]1.[c:26]1([P:27]([c:28]2[cH:29][cH:30][cH:31][cH:32][cH:33]2)[c:34]2[cH:35][cH:36][cH:37][cH:38][cH:39]2)[cH:40][cH:41][cH:42][cH:43][cH:44]1>>[CH2:2]([c:3]1[cH:4][c:5]([C:6](=[O:7])[O:8][CH3:9])[cH:10][c:11]([N:13]([CH2:14][CH2:15][CH3:16])[S:17](=[O:18])(=[O:19])[CH3:20])[cH:12]1)[Br:22]. The reactants are O=C1C(CCCC1)C(=O)OCC (ethyl 2-oxocyclohexanecarboxylate), O=C1C(CCCC1)C(=O)OCC (ethyl 2-oxocyclohexanecarboxylate), ice water, S(=O)(=O)(Cl)Cl (sulfuryl chloride). RXN SMILES: [O:1]=[C:2]1[CH2:7][CH2:6][CH2:5][CH2:4][CH:3]1[C:8]([O:10][CH2:11][CH3:12])=[O:9].S(Cl)([Cl:16])(=O)=O>C(Cl)(Cl)(Cl)Cl>[Cl:16][C:3]1([C:8]([O:10][CH2:11][CH3:12])=[O:9])[CH2:4][CH2:5][CH2:6][CH2:7][C:2]1=[O:1]. Product: ClC1(C(CCCC1)=O)C(=O)OCC (ethyl 1-chloro-2-oxocyclohexanecarboxylate). Solvent: C(Cl)(Cl)(Cl)Cl (carbon tetrachloride), C(Cl)(Cl)(Cl)Cl (carbon tetrachloride). Procedure details: First, ethyl 1-chloro-2-oxocyclohexanecarboxylate was prepared from ethyl 2-oxocyclohexanecarboxylate referring to the process described in Organic Synthesis volume 4, page 162. 17 g (0.1 mol) of ethyl 2-oxocyclohexanecarboxylate was dissolved in 50 ml of carbon tetrachloride, and to the solution was added dropwise 14.8 g (0.11 mol) of sulfuryl chloride dissolved in 15 ml of carbon tetrachloride at 0° C. After stirring at room temperature for 2 hours, the reaction solution was poured into 100 ml... The yield is 88.0%. Run at time 2 hour. Starting materials: ClC=1C(=NC(=NC1)NC=1C=NN(C1)CCO)NC1CCC2(CCN(CC2)C(=O)OC(C)(C)C)CC1 (tert-butyl 9-((5-chloro-2-((1-(2-hydroxyethyl)-1H-pyrazol-4-yl)amino) pyrimidin-4-yl)amino)-3-azaspiro[5.5]undecane-3-carboxylate), Cl (HCl), CCOC(=O)C (EtOAc). Run in ClCCl (dichloromethane). Reaction conditions: time 2 hour. Product: C1CNCCC12CCC(CC2)NC2=NC(=NC=C2Cl)NC=2C=NN(C2)CCO (2-(4-((4-(3-azaspiro[5.5]undecan-9-ylamino)-5-chloropyrimidin-2-yl)amino)-1H-pyrazol-1-yl)ethanol). Yield: 84.6%. RXN SMILES: [Cl:1][C:2]1[C:3]([NH:17][CH:18]2[CH2:35][CH2:34][C:21]3([CH2:26][CH2:25][N:24](C(OC(C)(C)C)=O)[CH2:23][CH2:22]3)[CH2:20][CH2:19]2)=[N:4][C:5]([NH:8][C:9]2[CH:10]=[N:11][N:12]([CH2:14][CH2:15][OH:16])[CH:13]=2)=[N:6][CH:7]=1.Cl.CCOC(C)=O>ClCCl>[CH2:22]1[C:21]2([CH2:34][CH2:35][CH:18]([NH:17][C:3]3[C:2]([Cl:1])=[CH:7][N:6]=[C:5]([NH:8][C:9]4[CH:10]=[N:11][N:12]([CH2:14][CH2:15][OH:16])[CH:13]=4)[N:4]=3)[CH2:19][CH2:20]2)[CH2:26][CH2:25][NH:24][CH2:23]1. Reported procedure: To a solution of tert-butyl 9-((5-chloro-2-((1-(2-hydroxyethyl)-1H-pyrazol-4-yl)amino) pyrimidin-4-yl)amino)-3-azaspiro[5.5]undecane-3-carboxylate (500 mg, 0.99 mmol) in dichloromethane (20 mL) was added a solution of HCl in EtOAc (5 mL, 20 mmol). The mixture was stirred at room temperature for 2 h and then concentrated in vacuo. The residue was dissolved in methanol (2 mL) and adjust to pH=7-8 with the solution of NaHCO3 and extracted with DCM (100 mL×3) The combined organic phases were washed ... Reactants: OC[C@H](C)NS(=O)(=O)C1=C(C=CC=C1)[N+](=O)[O-] ((S)—N-(1-hydroxypropan-2-yl)-2-nitrobenzenesulfonamide), CN1CCOCC1 (4-methylmorpholine), CS(=O)(=O)Cl (methanesulfonyl chloride). Solvent: C(Cl)Cl (methylene chloride), C(Cl)Cl (methylene chloride). Conditions: temperature 0 celsius, time 20 hour. The product is CS(=O)(=O)OC[C@H](C)NS(=O)(=O)C1=C(C=CC=C1)[N+](=O)[O-] ((S)—N-(1-methanesulfonyloxypropan-2-yl)-2-nitrobenzenesulfonamide). Isolated yield 90.7%. As a reaction SMILES: [OH:1][CH2:2][C@@H:3]([NH:5][S:6]([C:9]1[CH:14]=[CH:13][CH:12]=[CH:11][C:10]=1[N+:15]([O-:17])=[O:16])(=[O:8])=[O:7])[CH3:4].CN1CCOCC1.[CH3:25][S:26](Cl)(=[O:28])=[O:27]>C(Cl)Cl>[CH3:25][S:26]([O:1][CH2:2][C@@H:3]([NH:5][S:6]([C:9]1[CH:14]=[CH:13][CH:12]=[CH:11][C:10]=1[N+:15]([O-:17])=[O:16])(=[O:7])=[O:8])[CH3:4])(=[O:28])=[O:27]. Procedure details: To a solution of (S)—N-(1-hydroxypropan-2-yl)-2-nitrobenzenesulfonamide (6.20 kg, 23.8 mol) in methylene chloride (32 L) was added 4-methylmorpholine (3.13 kg, 30.9 mol) at an internal temperature of 10° C. or below. The resulting reaction mixture was cooled to 0° C., and added a solution of methanesulfonyl chloride (3.27 kg, 28.5 mol) in methylene chloride (2 L) at an internal temperature of −5° C. to 0° C. Subsequently, the reaction mixture was stirred at room temperature for 20 hours. After c...